Dataset: the Open Reaction Database (ORD), a public repository of structured organic reaction records. Task: describe an organic reaction: reactants, conditions, products, and yield Reactants: O=C([O-])O, ClCCl, CN(C)C(=O)Cl, CCOC(C)=O, COc1cc(C=C2CCC3CNCC(c4cc(F)c(F)c(F)c4)N3C2=O)ccc1-n1cnc(C)c1, [Na+], O. The product is COc1cc(C=C2CCC3CN(C(=O)N(C)C)CC(c4cc(F)c(F)c(F)c4)N3C2=O)ccc1-n1cnc(C)c1. Reaction SMILES: [C:49](=[O:50])([OH:51])[O-:52].[CH2:54]([Cl:55])[Cl:56].[CH3:1][N:2]([C:3](=[O:4])[Cl:5])[CH3:6].[CH3:42][CH2:43][O:44][C:45](=[O:46])[CH3:47].[CH3:7][O:8][c:9]1[cH:10][c:11]([CH:21]=[C:22]2[CH2:23][CH2:24][CH:25]3[N:26]([CH:27]([c:31]4[cH:32][c:33]([F:39])[c:34]([F:38])[c:35]([F:37])[cH:36]4)[CH2:28][NH:29][CH2:30]3)[C:40]2=[O:41])[cH:12][cH:13][c:14]1-[n:15]1[cH:16][n:17][c:18]([CH3:20])[cH:19]1.[Na+:53].[OH2:48]>>[CH3:1][N:2]([C:3](=[O:4])[N:29]1[CH2:28][CH:27]([c:31]2[cH:32][c:33]([F:39])[c:34]([F:38])[c:35]([F:37])[cH:36]2)[N:26]2[CH:25]([CH2:24][CH2:23][C:22](=[CH:21][c:11]3[cH:10][c:9]([O:8][CH3:7])[c:14](-[n:15]4[cH:16][n:17][c:18]([CH3:20])[cH:19]4)[cH:13][cH:12]3)[C:40]2=[O:41])[CH2:30]1)[CH3:6]. The reactants are NC=1C(=NNC1)C1=NC=2C(=CC=3C(C(N(C3C2)CC)=O)(C)C)N1 (2-(4-amino-1H-pyrazol-3-yl)-5-ethyl-7,7-dimethyl-5,7-dihydro-1H-imidazo[4,5-f]indol-6-one), C1(CC1)C(=O)Cl (cyclopropanecarbonyl chloride). Product: C(C)N1C(C(C=2C=C3C(=CC12)N=C(N3)C3=NNC=C3NC(=O)C3CC3)(C)C)=O (Cyclopropanecarboxylic acid[3-(5-ethyl-7,7-dimethyl-6-oxo-1,5,6,7-tetrahydro-imidazo[4,5-f]indol-2-yl)-1H-pyrazol-4-yl]-amide), powder. Reaction SMILES: [NH2:1][C:2]1[C:3]([C:7]2[NH:23][C:10]3=[CH:11][C:12]4[C:13]([CH3:22])([CH3:21])[C:14](=[O:20])[N:15]([CH2:18][CH3:19])[C:16]=4[CH:17]=[C:9]3[N:8]=2)=[N:4][NH:5][CH:6]=1.[CH:24]1([C:27](Cl)=[O:28])[CH2:26][CH2:25]1>>[CH2:18]([N:15]1[C:16]2[CH:17]=[C:9]3[N:8]=[C:7]([C:3]4[C:2]([NH:1][C:27]([CH:24]5[CH2:26][CH2:25]5)=[O:28])=[CH:6][NH:5][N:4]=4)[NH:23][C:10]3=[CH:11][C:12]=2[C:13]([CH3:22])([CH3:21])[C:14]1=[O:20])[CH3:19]. Procedure details: Cyclopropanecarboxylic acid[3-(5-ethyl-7,7-dimethyl-6-oxo-1,5,6,7-tetrahydro-imidazo[4,5-f]indol-2-yl)-1H-pyrazol-4-yl]-amide was prepared using 2-(4-amino-1H-pyrazol-3-yl)-5-ethyl-7,7-dimethyl-5,7-dihydro-1H-imidazo[4,5-f]indol-6-one (150 mg, 0.48 mmol) and cyclopropanecarbonyl chloride (152 mg, 1.45 mmol). The title compound was obtained as white powder (23 mg). Procedure: A solution of ethyl 4-[[(methylsulphonyl)amino]methyl]benzeneacetate (3.1 g) and 1M KOH (22 ml) in ethanol (50 ml) was stirred at room temperature for 3 h and evaporated in vacuo to leave an off-white solid. This solid was dissolved in water (50 ml) and washed with EA (2×50 ml). The organic extract was discarded and the aqueous layer was acidified (pH1) with 5M hydrochloric acid (about 10 ml) to precipitate the title compound (2.54 g) as a white solid m.p. 167°-169°. Run in C(C)O (ethanol), O (water). Reaction SMILES: [CH3:1][S:2]([NH:5][CH2:6][C:7]1[CH:12]=[CH:11][C:10]([CH2:13][C:14]([O:16]CC)=[O:15])=[CH:9][CH:8]=1)(=[O:4])=[O:3].[OH-].[K+]>C(O)C.O>[CH3:1][S:2]([NH:5][CH2:6][C:7]1[CH:12]=[CH:11][C:10]([CH2:13][C:14]([OH:16])=[O:15])=[CH:9][CH:8]=1)(=[O:4])=[O:3] |f:1.2|. Product: CS(=O)(=O)NCC1=CC=C(C=C1)CC(=O)O (4-[[(methylsulphonyl)amino]methyl]benzeneacetic acid). Starting materials: CS(=O)(=O)NCC1=CC=C(C=C1)CC(=O)OCC (ethyl 4-[[(methylsulphonyl)amino]methyl]benzeneacetate), [OH-].[K+] (KOH). Starting materials: [F-].[F-].[F-].C(C)N(CC)SN(CC)CC (DAST), C(C)(=O)OCC1=CC=C(O1)C=O (5-(acetyloxy) methyl-2-furancarboxaldehyde), C(=O)(O)[O-].[Na+] (sodium acid carbonate). Run in C(Cl)Cl (methylene chloride), C(Cl)Cl (methylene chloride). Run at temperature 20 celsius. The product is C(C)(=O)OCC=1OC(=CC1)C(F)F (5- (difluoromethyl) -2-furan methanol acetate). Reaction SMILES: [F-:1].[F-:2].[F-].C(N(SN(CC)CC)CC)C.[C:15]([O:18][CH2:19][C:20]1[O:24][C:23]([CH:25]=O)=[CH:22][CH:21]=1)(=[O:17])[CH3:16].C([O-])(O)=O.[Na+]>C(Cl)Cl>[C:15]([O:18][CH2:19][C:20]1[O:24][C:23]([CH:25]([F:2])[F:1])=[CH:22][CH:21]=1)(=[O:17])[CH3:16] |f:0.1.2.3,5.6|. Procedure details: A solution containing 7.26 cm3 of DAST (diethylamino sulphide trifluoride) and 30 cm3 of methylene chloride is added at 5° C. to a solution containing 10 g of the product prepared in Stage A and 100 cm3 of methylene chloride. The reaction mixture is agitated at 20° C. for half an hour and is taken to reflux for 1 hour. It is maintained under agitation for 18 hours at 20° C. and taken to reflux for 3 hours, then treated with sodium acid carbonate and extracted with methylene chloride. After dryin... Starting materials: BrC=1C=C(C=CC1Cl)C(F)(F)F (3-bromo-4-chlorobenzotrifluoride), NC=1C=C2[C@@H]3[C@H](CN4C2=C(C1)CC4)CN(C3)C(=O)OC(C)(C)C ((±)-cis tert-butyl 2-amino-4,5,7a,8,10,10a-hexahydrodipyrrolo[3,4-c:3′,2′,1′-ij]quinoline-9(7H)-carboxylate), (±) -cis-N-[2-chloro-5-(trifluoromethyl)phenyl]-4,5,7,7a,8,9,10,10a-octahydrodipyrrolo[3,4-c:3′,2′,1′-ij]quinolin-2-amine, bis-trifluoroacetic acid salt. The product is ClC1=C(C=C(C=C1)C(F)(F)F)NC=1C=C2[C@@H]3[C@H](CN4C2=C(C1)CC4)CNC3 ((±)-cis-N-[2-chloro-5-(trifluoromethyl)phenyl]-4,5,7,7a,8,9,10,10a-octahydrodipyrrolo[3,4-c:3′,2′,1′-ij]quinolin-2-amine). As a reaction SMILES: Br[C:2]1[CH:3]=[C:4]([C:9]([F:12])([F:11])[F:10])[CH:5]=[CH:6][C:7]=1[Cl:8].[NH2:13][C:14]1[CH:15]=[C:16]2[C:21]3=[C:22]([CH2:24][CH2:25][N:20]3[CH2:19][C@@H:18]3[CH2:26][N:27](C(OC(C)(C)C)=O)[CH2:28][C@H:17]23)[CH:23]=1>>[Cl:8][C:7]1[CH:6]=[CH:5][C:4]([C:9]([F:12])([F:11])[F:10])=[CH:3][C:2]=1[NH:13][C:14]1[CH:15]=[C:16]2[C:21]3=[C:22]([CH2:24][CH2:25][N:20]3[CH2:19][C@@H:18]3[CH2:26][NH:27][CH2:28][C@H:17]23)[CH:23]=1. Reported procedure: Using 3-bromo-4-chlorobenzotrifluoride and following the procedures described in EXAMPLE 17, Parts B and C, (±)-cis tert-butyl 2-amino-4,5,7a,8,10,10a-hexahydrodipyrrolo[3,4-c:3′,2′,1′-ij]quinoline-9(7H)-carboxylate was converted into (±) -cis-N-[2-chloro-5-(trifluoromethyl)phenyl]-4,5,7,7a,8,9,10,10a-octahydrodipyrrolo[3,4-c:3′,2′,1′-ij]quinolin-2-amine, bis-trifluoroacetic acid salt, after HPLC purification (c18 reverse phase column, elution with a H2O/CH3CN gradient with 0.5% TFA). This mater...